Dataset: the Open Reaction Database (ORD), a public repository of structured organic reaction records. Task: describe an organic reaction: reactants, conditions, products, and yield The reactants are FC(C(=O)O)(F)F (trifluoroacetic acid), FC(S(=O)(=O)O)(F)F (trifluoromethanesulfonic acid), CN(C1CN(C1)C(=O)[C@H]1N(C[C@H](C1)SCC1=CC=C(C=C1)OC)C(=O)OCC1=CC=C(C=C1)[N+](=O)[O-])C ((2S,4S)-2-(3-dimethylaminoazetidin-1-ylcarbonyl)-4-(4-methoxybenzylthio)-1-(4-nitrobenzyloxycarbonyl)pyrrolidine). Run in C1(=CC=CC=C1)OC (anisole). Run at time 1 hour. Yields the product CN(C1CN(C1)C(=O)[C@H]1N(C[C@H](C1)S)C(=O)OCC1=CC=C(C=C1)[N+](=O)[O-])C ((2S,4S)-2-(3-Dimethylaminoazetidin-1-ylcarbonyl)-4-mercapto-1-(4-nitrobenzyloxycarbonyl)pyrrolidine). Isolated yield 88.9%. As a reaction SMILES: [CH3:1][N:2]([CH3:37])[CH:3]1[CH2:6][N:5]([C:7]([C@@H:9]2[CH2:13][C@H:12]([S:14]CC3C=CC(OC)=CC=3)[CH2:11][N:10]2[C:24]([O:26][CH2:27][C:28]2[CH:33]=[CH:32][C:31]([N+:34]([O-:36])=[O:35])=[CH:30][CH:29]=2)=[O:25])=[O:8])[CH2:4]1.FC(F)(F)C(O)=O.FC(F)(F)S(O)(=O)=O>C1(OC)C=CC=CC=1>[CH3:1][N:2]([CH3:37])[CH:3]1[CH2:4][N:5]([C:7]([C@@H:9]2[CH2:13][C@H:12]([SH:14])[CH2:11][N:10]2[C:24]([O:26][CH2:27][C:28]2[CH:33]=[CH:32][C:31]([N+:34]([O-:36])=[O:35])=[CH:30][CH:29]=2)=[O:25])=[O:8])[CH2:6]1. Procedure: 1.47 g of (2S,4S)-2-(3-dimethylaminoazetidin-1-ylcarbonyl)-4-(4-methoxybenzylthio)-1-(4-nitrobenzyloxycarbonyl)pyrrolidine [prepared as described in step (a) above] were dissolved in 3.02 ml of anisole, and 10.71 ml of trifluoroacetic acid and 0.488 ml of trifluoromethanesulfonic acid were added to the resulting solution, after which the mixture was stirred at the same temperature for 1 hour. The solvent was then removed by distillation under reduced pressure, and the residue was washed by repea... Reactants: CCOC(=O)c1csc(N2CC(C(C)(C)C)C2O[SiH](c2ccccc2)c2ccccc2)n1, C[Al](C)C, CC(=O)O, CCOC(C)=O, [Cl-], [NH4+], c1ccccc1. Product: CC(C)(C)C1CN(c2nc(C(N)=O)cs2)C1O[SiH](c1ccccc1)c1ccccc1. Reaction SMILES: [C:1]([CH3:2])([CH3:3])([CH3:4])[CH:5]1[CH:6]([O:19][SiH:20]([c:21]2[cH:22][cH:23][cH:24][cH:25][cH:26]2)[c:27]2[cH:28][cH:29][cH:30][cH:31][cH:32]2)[N:7]([c:9]2[s:10][cH:11][c:12]([C:14]([O:16][CH2:15][CH3:17])=[O:18])[n:13]2)[CH2:8]1.[CH3:33][Al:34]([CH3:35])[CH3:36].[CH3:39][C:40](=[O:41])[OH:42].[CH3:43][CH2:44][O:45][C:46](=[O:47])[CH3:48].[Cl-:37].[NH4+:38].[cH:49]1[cH:50][cH:51][cH:52][cH:53][cH:54]1>>[C:1]([CH3:2])([CH3:3])([CH3:4])[CH:5]1[CH:6]([O:19][SiH:20]([c:21]2[cH:22][cH:23][cH:24][cH:25][cH:26]2)[c:27]2[cH:28][cH:29][cH:30][cH:31][cH:32]2)[N:7]([c:9]2[s:10][cH:11][c:12]([C:14](=[O:16])[NH2:38])[n:13]2)[CH2:8]1.